From a dataset of the Open Reaction Database (ORD), a public repository of structured organic reaction records. describe an organic reaction: reactants, conditions, products, and yield The reactants are C=CCc1cc2ccc(-c3ccc(C(=O)OC)cc3)cc2cc1C12CC3CC(CC(C3)C1)C2, C1CCOC1, B1C2CCCC1CCC2, [Na+], [OH-], O, OO. Product: COC(=O)c1ccc(-c2ccc3cc(CCCO)c(C45CC6CC(CC(C6)C4)C5)cc3c2)cc1. RXN SMILES: [C:1]12([c:11]3[c:12]([CH2:31][CH:32]=[CH2:33])[cH:13][c:14]4[cH:15][cH:16][c:17](-[c:21]5[cH:22][cH:23][c:24]([C:25](=[O:26])[O:27][CH3:28])[cH:29][cH:30]5)[cH:18][c:19]4[cH:20]3)[CH2:2][CH:3]3[CH2:4][CH:5]([CH2:6][CH:7]([CH2:8]1)[CH2:9]3)[CH2:10]2.[CH2:48]1[O:49][CH2:50][CH2:51][CH2:52]1.[CH:34]12[CH2:35][CH2:36][CH2:37][CH:38]([BH:39]1)[CH2:40][CH2:41][CH2:42]2.[Na+:44].[OH-:43].[OH2:47].[OH:45][OH:46]>>[C:1]12([c:11]3[c:12]([CH2:31][CH2:32][CH2:33][OH:43])[cH:13][c:14]4[cH:15][cH:16][c:17](-[c:21]5[cH:22][cH:23][c:24]([C:25](=[O:26])[O:27][CH3:28])[cH:29][cH:30]5)[cH:18][c:19]4[cH:20]3)[CH2:2][CH:3]3[CH2:4][CH:5]([CH2:6][CH:7]([CH2:8]1)[CH2:9]3)[CH2:10]2.